From a dataset of the Open Reaction Database (ORD), a public repository of structured organic reaction records. describe an organic reaction: reactants, conditions, products, and yield Starting materials: CCOC(=O)C(C)(C)CCCCC(=O)CCCCC(C)(C)C(=O)OCC, SCCCS, ClCCl. Product: CCOC(=O)C(C)(C)CCCCC1(CCCCC(C)(C)C(=O)OCC)SCCCS1. As a reaction SMILES: [CH2:1]([CH3:2])[O:3][C:4]([C:5]([CH2:6][CH2:7][CH2:8][CH2:9][C:10]([CH2:11][CH2:12][CH2:13][CH2:14][C:15]([C:16](=[O:17])[O:18][CH2:19][CH3:20])([CH3:21])[CH3:22])=[O:23])([CH3:24])[CH3:25])=[O:26].[CH2:27]([CH2:28][CH2:29][SH:30])[SH:31].[Cl:32][CH2:33][Cl:34]>>[CH2:1]([CH3:2])[O:3][C:4]([C:5]([CH2:6][CH2:7][CH2:8][CH2:9][C:10]1([CH2:11][CH2:12][CH2:13][CH2:14][C:15]([C:16](=[O:17])[O:18][CH2:19][CH3:20])([CH3:21])[CH3:22])[S:30][CH2:29][CH2:28][CH2:27][S:31]1)([CH3:24])[CH3:25])=[O:26].